Dataset: the Open Reaction Database (ORD), a public repository of structured organic reaction records. Task: describe an organic reaction: reactants, conditions, products, and yield The reactants are NCC=1C(=C2C=CN(C2=CC1)C(=O)OC(C)(C)C)Cl (tert-butyl 5-(aminomethyl)-4-chloro-1H-indole-1-carboxylate), ClC1=NC=CC(=N1)NC1=NNC(=C1)C1CC1 (2-chloro-N-(5-cyclopropyl-1H-pyrazol-3-yl)pyrimidin-4-amine), C(CCCCC(=O)O)(=O)O.N1C=CC2=CC(=CC=C12)C(C)N (1-(1H-indol-5-yl)ethanamine adipic acid salt). Product: ClC1=C2C=CNC2=CC=C1CNC1=NC(=CC(=N1)NC1=NNC(=C1)C1CC1)C (N2-((4-chloro-1H-indol-5-yl)methyl)-N4-(5-cyclopropyl-1H-pyrazol-3-yl)-6-methylpyrimidine-2,4-diamine). As a reaction SMILES: [NH2:1][CH2:2][C:3]1[C:4]([Cl:19])=[C:5]2[C:9](=[CH:10][CH:11]=1)[N:8](C(OC(C)(C)C)=O)[CH:7]=[CH:6]2.Cl[C:21]1[N:26]=[C:25]([NH:27][C:28]2[CH:32]=[C:31]([CH:33]3[CH2:35][CH2:34]3)[NH:30][N:29]=2)[CH:24]=[CH:23][N:22]=1.[C:36](O)(=O)CCCCC(O)=O.N1C2C(=CC(C(N)C)=CC=2)C=C1>>[Cl:19][C:4]1[C:3]([CH2:2][NH:1][C:21]2[N:26]=[C:25]([NH:27][C:28]3[CH:32]=[C:31]([CH:33]4[CH2:35][CH2:34]4)[NH:30][N:29]=3)[CH:24]=[C:23]([CH3:36])[N:22]=2)=[CH:11][CH:10]=[C:9]2[C:5]=1[CH:6]=[CH:7][NH:8]2 |f:2.3|. Procedure details: N2-((4-chloro-1H-indol-5-yl)methyl)-N4-(5-cyclopropyl-1H-pyrazol-3-yl)-6-methylpyrimidine-2,4-diamine (I-19) was prepared in accord with the procedure in example 19 except in step 1, 185 and tert-butyl 5-(aminomethyl)-4-chloro-1H-indole-1-carboxylate were used in place of 2-chloro-N-(5-cyclopropyl-1H-pyrazol-3-yl)pyrimidin-4-amine and 1-(1H-indol-5-yl)ethanamine adipic acid salt to afford I-19. The reactants are Cl.BrC1=C(C=NC=C1)OC (4-bromo-3-methoxypyridine hydrochloride), B1(OC(C(O1)(C)C)(C)C)B2OC(C(O2)(C)C)(C)C (bis(pinacolato)diboron), C(C)(=O)[O-].[K+] (potassium acetate). The reagents and catalysts are C1=CC=C(C=C1)P([C-]2C=CC=C2)C3=CC=CC=C3.C1=CC=C(C=C1)P([C-]2C=CC=C2)C3=CC=CC=C3.Cl[Pd]Cl.[Fe+2] (1,1′-bis(diphenylphosphino)ferrocene-palladium dichloride). Solvent: O1CCOCC1 (1,4-dioxane). Conditions: temperature 90 celsius, time 19 hour. Product: COC=1C=NC=CC1B(O)O (3-Methoxypyridin-4-ylboronic acid). As a reaction SMILES: Cl.Br[C:3]1[CH:8]=[CH:7][N:6]=[CH:5][C:4]=1[O:9][CH3:10].[B:11]1(B2OC(C)(C)C(C)(C)O2)[O:15]C(C)(C)C(C)(C)[O:12]1.C([O-])(=O)C.[K+]>O1CCOCC1.C1C=CC(P(C2C=CC=CC=2)[C-]2C=CC=C2)=CC=1.C1C=CC(P(C2C=CC=CC=2)[C-]2C=CC=C2)=CC=1.Cl[Pd]Cl.[Fe+2]>[CH3:10][O:9][C:4]1[CH:5]=[N:6][CH:7]=[CH:8][C:3]=1[B:11]([OH:15])[OH:12] |f:0.1,3.4,6.7.8.9|. Procedure details: A mixture of 4-bromo-3-methoxypyridine hydrochloride (0.34 g, 1.5 mmol), 1,1′-bis(diphenylphosphino)ferrocene-palladium dichloride (0.13 g, 0.16 mmol), bis(pinacolato)diboron (0.47 g, 1.85 mmol), and potassium acetate (0.75 g, 7.7 mmol) in dry 1,4-dioxane (6.0 mL) was degassed by nitrogen. The mixture was heated to 90° C. After 19 h, the reaction was cooled to rt then filtered. After concentration, the residue was identified as 3-methoxypyridin-4-ylboronic acid that was used without purification... The reactants are COC(C1=C(C=CC(=C1)Cl)OCC(=O)N1[C@@H](CN([C@H](C1)C)CC1=CC=C(C=C1)F)C)=O ((2R, 5S)-5-chloro-2-{2-[4-(4-fluoro-benzyl)-2,5-dimethyl-piperazin-1-yl]-2-oxo-ethoxy}-benzoic acid methyl ester), O.[OH-].[Li+] (lithium hydroxide monohydrate), C(C)OCC (diethyl ether). Run in O1CCCC1 (tetrahydrofuran), CO (methanol), O (water), ClCCl (dichloromethane). Run at time 8 hour. The product is ClC=1C=CC(=C(C(=O)O)C1)OCC(=O)N1[C@@H](CN([C@H](C1)C)CC1=CC=C(C=C1)F)C ((2R, 5S)-5-Chloro-2-{2-[4-(4-fluoro-benzyl)-2,5-dimethyl-piperazin-1-yl]-2-oxo-ethoxy}-benzoic acid). Yield: 34.6%. RXN SMILES: C[O:2][C:3](=[O:31])[C:4]1[CH:9]=[C:8]([Cl:10])[CH:7]=[CH:6][C:5]=1[O:11][CH2:12][C:13]([N:15]1[CH2:20][C@H:19]([CH3:21])[N:18]([CH2:22][C:23]2[CH:28]=[CH:27][C:26]([F:29])=[CH:25][CH:24]=2)[CH2:17][C@H:16]1[CH3:30])=[O:14].O.[OH-].[Li+].C(OCC)C>O1CCCC1.CO.O.ClCCl>[Cl:10][C:8]1[CH:7]=[CH:6][C:5]([O:11][CH2:12][C:13]([N:15]2[CH2:20][C@H:19]([CH3:21])[N:18]([CH2:22][C:23]3[CH:24]=[CH:25][C:26]([F:29])=[CH:27][CH:28]=3)[CH2:17][C@H:16]2[CH3:30])=[O:14])=[C:4]([CH:9]=1)[C:3]([OH:31])=[O:2] |f:1.2.3|. Reported procedure: To a solution of (2R, 5S)-5-chloro-2-{2-[4-(4-fluoro-benzyl)-2,5-dimethyl-piperazin-1-yl]-2-oxo-ethoxy}-benzoic acid methyl ester (4.12 g, 9.18 mmol) in tetrahydrofuran (10 ml), methanol (10 ml) and water (4 ml) was added lithium hydroxide monohydrate (1.93 g, 45.9 mmol). The resulting mixture was stirred overnight at ambient temperature. The reaction was then concentrated, diluted with 1N hydrochloric acid and extracted with dichloromethane (2×). The organic layers were combined, dried over mag... Starting materials: CI, Fc1cc(Br)c2[nH]ccc2c1, [H-], [Na+], CN(C)C=O. Product: Cn1ccc2cc(F)cc(Br)c21. As a reaction SMILES: [CH3:14][I:15].[F:3][c:4]1[cH:5][c:6]2[cH:7][cH:8][nH:9][c:10]2[c:11]([Br:13])[cH:12]1.[H-:1].[Na+:2].[O:16]=[CH:17][N:18]([CH3:19])[CH3:20]>>[F:3][c:4]1[cH:5][c:6]2[cH:7][cH:8][n:9]([CH3:14])[c:10]2[c:11]([Br:13])[cH:12]1. Starting materials: C(C1=CC=CC=C1)OC(=O)NCC(=O)O (N-Benzyloxycarbonylglycine), ON1C(CCC1=O)=O (N-hydroxysuccinimide), C1(CCCCC1)N=C=NC1CCCCC1 (N,N'-Dicyclohexylcarbodiimide). Run in O1CCOCC1 (dioxane). Conditions: time 8 hour. Yields the product C(C1=CC=CC=C1)OC(=O)NCC(=O)ON1C(CCC1=O)=O (N-(N-benzyloxycarbonylglycyloxy)succinimide). The yield is 52.5%. As a reaction SMILES: [CH2:1]([O:8][C:9]([NH:11][CH2:12][C:13]([OH:15])=[O:14])=[O:10])[C:2]1[CH:7]=[CH:6][CH:5]=[CH:4][CH:3]=1.O[N:17]1[C:21](=[O:22])[CH2:20][CH2:19][C:18]1=[O:23].C1(N=C=NC2CCCCC2)CCCCC1>O1CCOCC1>[CH2:1]([O:8][C:9]([NH:11][CH2:12][C:13]([O:15][N:17]1[C:21](=[O:22])[CH2:20][CH2:19][C:18]1=[O:23])=[O:14])=[O:10])[C:2]1[CH:3]=[CH:4][CH:5]=[CH:6][CH:7]=1. Procedure: N-Benzyloxycarbonylglycine (10.9 g, 52.2 mmol) and N-hydroxysuccinimide (6.0 g, 52.2 mmol), were dissolved in dioxane (100 ml) and cooled in a cold water bath. N,N'-Dicyclohexylcarbodiimide (10.8 g, 52.2 mmol) was added and the mixture was stirred overnight. The white precipitate which formed was filtered, washed and air-dried (11.8 g, 100% of dicyclohexylurea). The filtrate was evaporated to dryness under reduced pressure, and the residual solid (16.2 g) was crystallized from ethyl acetate (50 ... As a reaction SMILES: [CH3:1][S:2]([C:5]1[CH:10]=[CH:9][C:8]([N:11]2[CH:16]=[CH:15][C:14]([O:17][CH:18]3[CH2:23][CH2:22][N:21]([C:24]([O:26][C:27]4[CH:32]=[CH:31][C:30]([CH:33]=[C:34]([CH3:36])[CH3:35])=[CH:29][CH:28]=4)=[O:25])[CH2:20][CH2:19]3)=[CH:13][C:12]2=[O:37])=[CH:7][CH:6]=1)(=[O:4])=[O:3]>[Pd].CO.CN(C=O)C.C(Cl)Cl>[CH3:1][S:2]([C:5]1[CH:10]=[CH:9][C:8]([N:11]2[CH:16]=[CH:15][C:14]([O:17][CH:18]3[CH2:23][CH2:22][N:21]([C:24]([O:26][C:27]4[CH:28]=[CH:29][C:30]([CH2:33][CH:34]([CH3:35])[CH3:36])=[CH:31][CH:32]=4)=[O:25])[CH2:20][CH2:19]3)=[CH:13][C:12]2=[O:37])=[CH:7][CH:6]=1)(=[O:3])=[O:4]. The reagents and catalysts are [Pd] (palladium on carbon), [Pd] (palladium on carbon). Reported procedure: A suspension of 4-(2-methylprop-1-enyl)phenyl 4-(1-(4-(methylsulfonyl)phenyl)-2-oxo-1,2-dihydropyridin-4-yloxy)piperidine-1-carboxylate (30 mg, 0.057 mmol) and palladium on carbon (10 wt. %, wet) (20 mg, 0.188 mmol, Aldrich) in MeOH (4.0 mL) and DMF (0.5 mL) was placed under hydrogen (balloon) for 2 hrs and additional palladium on carbon (20 mg) was added. The resulting mixture was continuously stirred under hydrogen (balloon) for 1.5 hrs, diluted with CH2Cl2, filtrated through a pad of CELITE® ... Reactants: CS(=O)(=O)C1=CC=C(C=C1)N1C(C=C(C=C1)OC1CCN(CC1)C(=O)OC1=CC=C(C=C1)C=C(C)C)=O (4-(2-methylprop-1-enyl)phenyl 4-(1-(4-(methylsulfonyl)phenyl)-2-oxo-1,2-dihydropyridin-4-yloxy)piperidine-1-carboxylate). Yields the product CS(=O)(=O)C1=CC=C(C=C1)N1C(C=C(C=C1)OC1CCN(CC1)C(=O)OC1=CC=C(C=C1)CC(C)C)=O (4-isobutylphenyl 4-(1-(4-(methylsulfonyl)phenyl)-2-oxo-1,2-dihydropyridin-4-yloxy)piperidine-1-carboxylate). Solvent: CO (MeOH), CN(C)C=O (DMF), C(Cl)Cl (CH2Cl2). Run at time 2 hour. Starting materials: [Li]CCCC (n-BuLi), hexanes, vinyl, ClCC=1C(C(=C(C(C1C)=O)C)C)=O (2-(chloromethyl)-3,5,6-trimethyl-1,4-benzoquinone), C[Al](C)C (trimethylaluminum), vinyl, chloromethyl quinone, C#CCCCCCC (1-octyne), C(CC(O)(C(=O)O)CC(=O)O)(=O)O (citric acid). Reagents/catalysts: [Cl-].[Cl-].[CH-]1C=CC=C1.[CH-]1C=CC=C1.[Zr+2] (Zirconocene dichloride), Cl[Ni]([P](C1=CC=CC=C1)(C2=CC=CC=C2)C3=CC=CC=C3)([P](C4=CC=CC=C4)(C5=CC=CC=C5)C6=CC=CC=C6)Cl (bis-(Triphenylphosphine)nickel dichloride). Run in C1CCOC1 (THF), CCCCCCC (heptane), C1CCOC1 (THF), C1CCOC1 (THF), CCOC(=O)C (EtOAc). Conditions: temperature 0 celsius, time 0.75 hour. Product: CC=1C(C(=C(C(C1C)=O)C)C\C=C(\CCCCCC)/C)=O ((E)-2,3,5-trimethyl-6-(3-methylnon-2-enyl)-1,4-benzoquinone). The yield is 23.9%. As a reaction SMILES: C[Al](C)C.[CH:5]#[C:6][CH2:7][CH2:8][CH2:9][CH2:10][CH2:11][CH3:12].Cl[CH2:14][C:15]1[C:16](=[O:25])[C:17]([CH3:24])=[C:18]([CH3:23])[C:19](=[O:22])[C:20]=1[CH3:21].[Li][CH2:27]CCC.C(O)(=O)CC(CC(O)=O)(C(O)=O)O>CCCCCCC.C1COCC1.[Cl-].[Cl-].[CH-]1C=CC=C1.[CH-]1C=CC=C1.[Zr+2].Cl[Ni](Cl)([P](C1C=CC=CC=1)(C1C=CC=CC=1)C1C=CC=CC=1)[P](C1C=CC=CC=1)(C1C=CC=CC=1)C1C=CC=CC=1.CCOC(C)=O>[CH3:24][C:17]1[C:16](=[O:25])[C:15]([CH2:14]/[CH:5]=[C:6](\[CH3:27])/[CH2:7][CH2:8][CH2:9][CH2:10][CH2:11][CH3:12])=[C:20]([CH3:21])[C:19](=[O:22])[C:18]=1[CH3:23] |f:7.8.9.10.11,^1:71,90|. Reported procedure: Zirconocene dichloride (220 mg, 0.755 mmol) was treated with trimethylaluminum in heptane (3 mL 2.0 M) and the solvent removed in vacuo. Dichloroethane (3 mL) was added and the yellow solution cooled to 0° C. prior to slow addition of 450 μL 1-octyne (336 mg, 3.05 mmol). The ice bath was removed after 20 minutes and the reaction warmed to rt over 2.5 h at which time it was concentrated in vacuo to a yellow slurry and triturated with hexanes (4 mL) and the solvent removed in vacuo. Hexanes (3 mL)... Starting materials: [Sn](Cl)Cl (tin(II)chloride), N(=O)[O-].[Na+] (sodium nitrite), NC=1C(=CC(=C(C(=O)OCC)C1)Cl)F (ethyl 5-amino-2-chloro-4-fluorobenzoate). Solvent: O (water), Cl (hydrochloric acid), Cl (hydrochloric acid). Run at temperature 0 celsius, time 30 minute. The product is Cl.ClC1=C(C(=O)OCC)C=C(C(=C1)F)NN (ethyl 2-chloro-4-fluoro-5-hydrazinobenzoate hydrochloride). The yield is 116.0%. RXN SMILES: [NH2:1][C:2]1[C:3]([F:14])=[CH:4][C:5]([Cl:13])=[C:6]([CH:12]=1)[C:7]([O:9][CH2:10][CH3:11])=[O:8].[N:15]([O-])=O.[Na+].[Sn](Cl)Cl>Cl.O>[ClH:13].[Cl:13][C:5]1[CH:4]=[C:3]([F:14])[C:2]([NH:1][NH2:15])=[CH:12][C:6]=1[C:7]([O:9][CH2:10][CH3:11])=[O:8] |f:1.2,6.7|. Reported procedure: Then, 19 g (87.4 mmol) of ethyl 5-amino-2-chloro-4-fluorobenzoate was dissolved in 120 ml of hydrochloric acid, followed by cooling to 0° C., to which a solution of 6.3 g (91.7 mmol) of sodium nitrite dissolved in 10 ml of water was added dropwise at 10° C. or lower. The mixture was stirred at 0° C. for 30 minutes and then cooled to −30° C., into which a solution of 58 g (0.31 mol) of anhydrous tin(II)chloride dissolved in 40 ml of hydrochloric acid was poured, followed by further stirring at 0°...